This data is from the Open Reaction Database (ORD), a public repository of structured organic reaction records. The task is: describe an organic reaction: reactants, conditions, products, and yield Reactants: O=C([O-])[O-], CCOC(C)=O, CI, Cc1ccc(O)c([N+](=O)[O-])n1, [K+], [K+], CN(C)C=O, O. As a reaction SMILES: [C:1](=[O:2])([O-:3])[O-:4].[CH2:20]([O:21][C:22](=[O:23])[CH3:24])[CH3:25].[CH3:7][I:8].[CH3:9][c:10]1[cH:11][cH:12][c:13]([OH:19])[c:14]([N+:16](=[O:17])[O-:18])[n:15]1.[K+:5].[K+:6].[O:26]=[CH:27][N:28]([CH3:29])[CH3:30].[OH2:31]>>[CH3:1][O:19][c:13]1[cH:12][cH:11][c:10]([CH3:9])[n:15][c:14]1[N+:16](=[O:17])[O-:18]. Product: COc1ccc(C)nc1[N+](=O)[O-].